This data is from the Open Reaction Database (ORD), a public repository of structured organic reaction records. The task is: describe an organic reaction: reactants, conditions, products, and yield Starting materials: C(C)(C)NN (isopropylhydrazine), CN(C)C=C1C(CCCC1=O)=O (2-(dimethylaminomethylene)-cyclohexane-1,3-dione). Yields the product CC(C)N1N=CC=2C(CCCC12)=O (1-(1-Methylethyl)-1,5,6,7-tetrahydro-4H-indazol-4-one). RXN SMILES: [CH:1]([NH:4][NH2:5])([CH3:3])[CH3:2].CN([CH:9]=[C:10]1[C:15](=[O:16])[CH2:14][CH2:13][CH2:12][C:11]1=O)C>>[CH3:2][CH:1]([N:4]1[C:11]2[CH2:12][CH2:13][CH2:14][C:15](=[O:16])[C:10]=2[CH:9]=[N:5]1)[CH3:3]. Procedure details: Prepared analogously to Example 1 starting from isopropylhydrazine and 2-(dimethylaminomethylene)-cyclohexane-1,3-dione. Reactants: CCCBr, CC(C)COc1ccc(CC(=O)O)cc1. Yields the product CCCOc1ccc(CC(=O)O)cc1. RXN SMILES: [CH2:16]([Br:17])[CH2:18][CH3:19].[CH2:1]([CH:2]([CH3:3])[CH3:4])[O:5][c:6]1[cH:7][cH:8][c:9]([CH2:12][C:13](=[O:14])[OH:15])[cH:10][cH:11]1>>[CH2:1]([CH2:2][CH3:3])[O:5][c:6]1[cH:7][cH:8][c:9]([CH2:12][C:13](=[O:14])[OH:15])[cH:10][cH:11]1. Reactants: Cc1ccc(-c2oncc2C(=O)O)cc1, Cl, c1cncc(C2CNCCS2)c1. Yields the product Cc1ccc(-c2oncc2C(=O)N2CCSC(c3cccnc3)C2)cc1. RXN SMILES: [CH3:1][c:2]1[cH:3][cH:4][c:5](-[c:8]2[c:9]([C:13](=[O:14])[OH:15])[cH:10][n:11][o:12]2)[cH:6][cH:7]1.[ClH:16].[n:17]1[cH:18][c:19]([CH:23]2[S:24][CH2:25][CH2:26][NH:27][CH2:28]2)[cH:20][cH:21][cH:22]1>>[CH3:1][c:2]1[cH:3][cH:4][c:5](-[c:8]2[c:9]([C:13](=[O:15])[N:27]3[CH2:26][CH2:25][S:24][CH:23]([c:19]4[cH:18][n:17][cH:22][cH:21][cH:20]4)[CH2:28]3)[cH:10][n:11][o:12]2)[cH:6][cH:7]1. The reactants are ClC(=O)[O-] (chloroformate), N1C(CC1)=O (azetidinone), C(C)(C)(C)OC(=O)N[C@@H]1C(N[C@H]1C)=O ((3S-trans)-3-[[(t-butyloxy)carbonyl]amino]-4-methyl-2-azetidinone), C(CO)(=O)OCC1=CC=CC=C1 (benzyl glycolate), C(=O)(Cl)Cl (phosgene), N1=CC=CC=C1 (pyridine). Solvent: C(C)N(CC)CC (Triethylamine), C(C)N(CC)CC (triethylamine). Conditions: time 2 hour. Yields the product C(C)(C)(C)OC(=O)N[C@@H]1C(N([C@H]1C)C(=O)OCC(=O)OCC1=CC=CC=C1)=O ((3S-trans)-3-[[(t-Butyloxy)carbonyl]amino]-4-methyl-2-oxo-1-azetidinecarboxylic acid, [(phenylmethoxy)carbonyl]methyl ester). As a reaction SMILES: [C:1]([O:5][CH2:6][C:7]1[CH:12]=[CH:11][CH:10]=[CH:9][CH:8]=1)(=[O:4])[CH2:2][OH:3].[C:13](Cl)(Cl)=[O:14].N1C=CC=CC=1.[C:23]([O:27][C:28]([NH:30][C@H:31]1[C@H:34]([CH3:35])[NH:33][C:32]1=[O:36])=[O:29])([CH3:26])([CH3:25])[CH3:24].ClC([O-])=O.N1CCC1=O>C(N(CC)CC)C>[C:23]([O:27][C:28]([NH:30][C@H:31]1[C@H:34]([CH3:35])[N:33]([C:32]([O:3][CH2:2][C:1]([O:5][CH2:6][C:7]2[CH:12]=[CH:11][CH:10]=[CH:9][CH:8]=2)=[O:4])=[O:36])[C:13]1=[O:14])=[O:29])([CH3:25])([CH3:24])[CH3:26]. Reported procedure: To 664 mg (4.0 mmol) of benzyl glycolate was added 5.8 ml of 12.5% phosgene (in toluene) at 0° C. To this solution at 0° C. was added pyridine (0.372 ml, 4.6 mmol) dropwise. The reaction was allowed to stir at room temperature for 2 hours and was then filtered under argon. Most of the volatiles were removed under vacuum without external heating, and the residual chloroformate was dissolved in methylene chloride (8 ml). Approximately half of this solution was added to (3S-trans)-3-[[(t-butyloxy)c...